Task: describe an organic reaction: reactants, conditions, products, and yield. Dataset: the Open Reaction Database (ORD), a public repository of structured organic reaction records Reaction SMILES: [Br-:29].[CH2:30]([N+:31]([CH2:32][CH2:33][CH2:34][CH3:35])([CH2:36][CH2:37][CH2:38][CH3:39])[CH2:40][CH2:41][CH2:42][CH3:43])[CH2:44][CH2:45][CH3:46].[F:1][C:2]([c:3]1[cH:4][cH:5][c:6]2[c:7]([cH:14]1)[O:8][CH:9]([CH2:12][OH:13])[CH2:10][O:11]2)([F:15])[F:16].[K+:22].[Mn:17](=[O:18])([O-:19])(=[O:20])=[O:21].[cH:23]1[cH:24][cH:25][cH:26][cH:27][cH:28]1>>[F:1][C:2]([c:3]1[cH:4][cH:5][c:6]2[c:7]([cH:14]1)[O:8][CH:9]([C:12](=[O:13])[OH:18])[CH2:10][O:11]2)([F:15])[F:16]. The product is O=C(O)C1COc2ccc(C(F)(F)F)cc2O1. Starting materials: [Br-], CCCC[N+](CCCC)(CCCC)CCCC, OCC1COc2ccc(C(F)(F)F)cc2O1, [K+], O=[Mn](=O)(=O)[O-], c1ccccc1. Reactants: C(C)(C)(C)OC(NC(CC1CC1)(C)C(NO)=N)=O ([2-cyclopropyl-1-(N-hydroxycarbamimidoyl)-1-methyl-ethyl]-carbamic acid tert-butyl ester), C(C)(=O)OC(C)=O (acetic anhydride). Reaction conditions: time 5 hour. Yields the product C(C)(C)(C)OC(NC(CC1CC1)(C1=NOC(=N1)C)C)=O ([2-Cyclopropyl-1-methyl-1-(5-methyl-[1,2,4]oxadiazol-3-yl)-ethyl]-carbamic acid tert-butyl ester). Yield: 46.0%. As a reaction SMILES: [C:1]([O:5][C:6](=[O:18])[NH:7][C:8]([C:14](=[NH:17])[NH:15][OH:16])([CH3:13])[CH2:9][CH:10]1[CH2:12][CH2:11]1)([CH3:4])([CH3:3])[CH3:2].[C:19](OC(=O)C)(=O)[CH3:20]>>[C:1]([O:5][C:6](=[O:18])[NH:7][C:8]([CH3:13])([C:14]1[N:17]=[C:19]([CH3:20])[O:16][N:15]=1)[CH2:9][CH:10]1[CH2:12][CH2:11]1)([CH3:2])([CH3:3])[CH3:4]. Reported procedure: To a solution of [2-cyclopropyl-1-(N-hydroxycarbamimidoyl)-1-methyl-ethyl]-carbamic acid tert-butyl ester (300 mg, 1.16 mmol) in acetic anhydride (10 mL) was heated to 100° C. and stirred for 5 hours. After evaporation of solvents, the residue was dissolved in H2O (20 mL) and basified by aqueous NaHCO3 solution (pH˜7-8). The aqueous layer was extracted with ethyl acetate (3×50 mL). The combined organic layers were washed with water (20 mL), brine (20 mL), dried over Na2SO4 and concentrated in va... The reactants are Cc1ccc(CN2CCC(NC(=O)OC(C)(C)C)C2)cc1, CCOC(C)=O, Cl. The product is Cc1ccc(CN2CCC(N)C2)cc1. RXN SMILES: [CH3:1][c:2]1[cH:3][cH:4][c:5]([CH2:6][N:7]2[CH2:8][CH:9]([NH:12][C:13](=[O:14])[O:15][C:16]([CH3:17])([CH3:18])[CH3:19])[CH2:10][CH2:11]2)[cH:20][cH:21]1.[CH3:23][CH2:24][O:25][C:26](=[O:27])[CH3:28].[ClH:22]>>[CH3:1][c:2]1[cH:3][cH:4][c:5]([CH2:6][N:7]2[CH2:8][CH:9]([NH2:12])[CH2:10][CH2:11]2)[cH:20][cH:21]1. The reactants are O=C(Cl)C1CCC1, CC(N)C(Oc1ccc2c(cnn2-c2ccc(F)cc2)c1)c1ccccc1. Product: CC(NC(=O)C1CCC1)C(Oc1ccc2c(cnn2-c2ccc(F)cc2)c1)c1ccccc1. Reaction SMILES: [CH:28]1([C:32](=[O:33])[Cl:34])[CH2:29][CH2:30][CH2:31]1.[F:1][c:2]1[cH:3][cH:4][c:5](-[n:8]2[n:9][cH:10][c:11]3[cH:12][c:13]([O:17][CH:18]([CH:19]([CH3:20])[NH2:21])[c:22]4[cH:23][cH:24][cH:25][cH:26][cH:27]4)[cH:14][cH:15][c:16]23)[cH:6][cH:7]1>>[F:1][c:2]1[cH:3][cH:4][c:5](-[n:8]2[n:9][cH:10][c:11]3[cH:12][c:13]([O:17][CH:18]([CH:19]([CH3:20])[NH:21][C:32]([CH:28]4[CH2:29][CH2:30][CH2:31]4)=[O:33])[c:22]4[cH:23][cH:24][cH:25][cH:26][cH:27]4)[cH:14][cH:15][c:16]23)[cH:6][cH:7]1. Reactants: COC(=O)C(COC1CCC1)O[Si](C)(C)C(C)(C)C, CCOC(C)=O, [I-], [Li+]. The product is CC(C)(C)[Si](C)(C)OC(COC1CCC1)C(=O)O. RXN SMILES: [C:3]([CH3:4])([CH3:5])([CH3:6])[Si:7]([O:8][CH:9]([C:10](=[O:11])[O:12][CH3:13])[CH2:14][O:15][CH:16]1[CH2:17][CH2:18][CH2:19]1)([CH3:20])[CH3:21].[CH3:22][CH2:23][O:24][C:25](=[O:26])[CH3:27].[I-:1].[Li+:2]>>[C:3]([CH3:4])([CH3:5])([CH3:6])[Si:7]([O:8][CH:9]([C:10](=[O:11])[OH:12])[CH2:14][O:15][CH:16]1[CH2:17][CH2:18][CH2:19]1)([CH3:20])[CH3:21]. The product is CC=1C=C(CC2=CC=C(C=C2)C2=NC3=C(N2)C=CC(=C3)C(=O)N)C=CC1C (2-[4-(3,4-Dimethyl-benzyl)-phenyl]-1H-benzoimidazole-5-carboxylic acid amide). RXN SMILES: [CH3:1][C:2]1[CH:3]=[C:4]([CH:9](O)[C:10]2[CH:15]=[CH:14][C:13]([C:16]3[NH:20][C:19]4[CH:21]=[CH:22][C:23]([C:25]([NH2:27])=[O:26])=[CH:24][C:18]=4[N:17]=3)=[CH:12][CH:11]=2)[CH:5]=[CH:6][C:7]=1[CH3:8].N>CO>[CH3:1][C:2]1[CH:3]=[C:4]([CH:5]=[CH:6][C:7]=1[CH3:8])[CH2:9][C:10]1[CH:15]=[CH:14][C:13]([C:16]2[NH:20][C:19]3[CH:21]=[CH:22][C:23]([C:25]([NH2:27])=[O:26])=[CH:24][C:18]=3[N:17]=2)=[CH:12][CH:11]=1. Run in CO (methanol). Starting materials: CC=1C=C(C=CC1C)C(C1=CC=C(C=C1)C1=NC2=C(N1)C=CC(=C2)C(=O)N)O (2-{4-[(3,4-dimethyl-phenyl)-hydroxy-methyl]-phenyl}-1H-benzoimidazole-5-carboxylic acid amide), N (ammonia). Procedure: The title compound was prepared as described in Example 35 from 2-{4-[(3,4-dimethyl-phenyl)-hydroxy-methyl]-phenyl}-1H-benzoimidazole-5-carboxylic acid amide (Example 27, 14 mg, 0.03 mmol). Purification by chromatography (silica gel, 1% methanol saturated with ammonia/9% methanol/CH2Cl2) afforded 11.1 mg (83%) of the title, compound. TLC (silica, 1% methanol saturated with ammonia/9% methanol/CH2Cl2): Rf=0.39. HPLC (Method A): Rt=8.11. MS (ESI+): mass calculated for C23H21N3O, 855.2; m/z found, ... The reactants are CC1=CC(OC2=C(C(=CC=C12)O)C)=O (4,8-dimethyl-7-hydroxycoumarin), CI (methyl iodide), C([O-])([O-])=O.[K+].[K+] (potassium carbonate). The solvent is [OH-].[Na+] (sodium hydroxide), CC(=O)C (acetone). The product is CC1=CC(OC2=C(C(=CC=C12)OC)C)=O (4,8-dimethyl-7-methoxycoumarin). Isolated yield 66.0%. As a reaction SMILES: [CH3:1][C:2]1[C:11]2[C:6](=[C:7]([CH3:13])[C:8]([OH:12])=[CH:9][CH:10]=2)[O:5][C:4](=[O:14])[CH:3]=1.CI.[C:17](=O)([O-])[O-].[K+].[K+]>CC(C)=O.[OH-].[Na+]>[CH3:1][C:2]1[C:11]2[C:6](=[C:7]([CH3:13])[C:8]([O:12][CH3:17])=[CH:9][CH:10]=2)[O:5][C:4](=[O:14])[CH:3]=1 |f:2.3.4,6.7|. Procedure: A solution of 4,8-dimethyl-7-hydroxycoumarin (0.190 g, 1.00 mmol) and methyl iodide (0.180 g, 1.30 mmol) in 50 ml of dry acetone was heated at reflux in the presence of 0.5 g of potassium carbonate for 14 hours. The solution was then cooled and filtered. The filtrate was evaporated under reduced pressure to yield a beige solid. The beige solid was taken up in 20% sodium hydroxide (aqueous) and collected by vacuum filtration. The crude product was recrystallized from methanol to yield shiny white...